This data is from the Open Reaction Database (ORD), a public repository of structured organic reaction records. The task is: describe an organic reaction: reactants, conditions, products, and yield Product: CCn1c(C=CCO[Si](C)(C)C(C)(C)C)cc2ncnc(Oc3ccccc3)c21. RXN SMILES: [C:1]([CH3:2])([CH3:3])([CH3:4])[Si:5]([O:6][CH2:7][CH:8]=[CH:9][c:10]1[cH:11][c:12]2[n:13][cH:14][n:15][c:16]([O:19][c:20]3[cH:21][cH:22][cH:23][cH:24][cH:25]3)[c:17]2[nH:18]1)([CH3:26])[CH3:27].[C:28](=[O:29])([O-:30])[O-:31].[CH3:37][N:38]([CH3:39])[CH:40]=[O:41].[CH3:42][CH2:43][O:44][C:45](=[O:46])[CH3:47].[Cs+:32].[Cs+:33].[I:34][CH2:35][CH3:36]>>[C:1]([CH3:2])([CH3:3])([CH3:4])[Si:5]([O:6][CH2:7][CH:8]=[CH:9][c:10]1[cH:11][c:12]2[n:13][cH:14][n:15][c:16]([O:19][c:20]3[cH:21][cH:22][cH:23][cH:24][cH:25]3)[c:17]2[n:18]1[CH2:35][CH3:36])([CH3:26])[CH3:27]. Reactants: CC(C)(C)[Si](C)(C)OCC=Cc1cc2ncnc(Oc3ccccc3)c2[nH]1, O=C([O-])[O-], CN(C)C=O, CCOC(C)=O, [Cs+], [Cs+], CCI. The product is CCOc1ccc(N(C(=O)OC(C)(C)C)c2c(CCCO)c(Cl)nc3ccnn23)cc1. RXN SMILES: [BH3:34].[CH2:1]([CH:2]=[CH2:3])[c:4]1[c:5]([Cl:30])[n:6][c:7]2[n:8]([c:9]1[N:10]([C:11]([O:12][C:13]([CH3:14])([CH3:15])[CH3:16])=[O:17])[c:18]1[cH:19][cH:20][c:21]([O:24][CH2:25][CH3:26])[cH:22][cH:23]1)[n:27][cH:28][cH:29]2.[CH3:31][S:32][CH3:33].[Na+:36].[O:39]1[CH2:40][CH2:41][CH2:42][CH2:43]1.[OH-:35].[OH:37][OH:38]>>[CH2:1]([CH2:2][CH2:3][OH:35])[c:4]1[c:5]([Cl:30])[n:6][c:7]2[n:8]([c:9]1[N:10]([C:11]([O:12][C:13]([CH3:14])([CH3:15])[CH3:16])=[O:17])[c:18]1[cH:19][cH:20][c:21]([O:24][CH2:25][CH3:26])[cH:22][cH:23]1)[n:27][cH:28][cH:29]2. Reactants: B, C=CCc1c(Cl)nc2ccnn2c1N(C(=O)OC(C)(C)C)c1ccc(OCC)cc1, CSC, [Na+], C1CCOC1, [OH-], OO. The reactants are BrCCBr (1,2-dibromo-ethane), C(C)OC(C)=O (ethylacetate), O.[Na] (sodium hydrate), O.[Na] (sodium hydrate), COC1=CC=C(CN2C(C3=CC=C(C=C3CC2)CC#N)=O)C=C1 ([2-(4-Methoxy-benzyl)-1-oxo-1,2,3,4-tetrahydro-isoquinolin-6yl]-acetonitrile). Run in CN(C)C=O (DMF), CN(C)C=O (DMF). Conditions: time 0.5 hour. The product is COC1=CC=C(CN2C(C3=CC=C(C=C3CC2)C2(CC2)C#N)=O)C=C1 (1-[2-(4-Methoxy-benzyl)-1-oxo-1,2,3,4-tetrahydro-isoquinolin 6-yl]-cyclopropanecarbonitrile). The yield is 77.1%. RXN SMILES: O.[Na].[CH3:3][O:4][C:5]1[CH:25]=[CH:24][C:8]([CH2:9][N:10]2[CH2:19][CH2:18][C:17]3[C:12](=[CH:13][CH:14]=[C:15]([CH2:20][C:21]#[N:22])[CH:16]=3)[C:11]2=[O:23])=[CH:7][CH:6]=1.Br[CH2:27][CH2:28]Br.C(OC(=O)C)C>CN(C=O)C>[CH3:3][O:4][C:5]1[CH:25]=[CH:24][C:8]([CH2:9][N:10]2[CH2:19][CH2:18][C:17]3[C:12](=[CH:13][CH:14]=[C:15]([C:20]4([C:21]#[N:22])[CH2:28][CH2:27]4)[CH:16]=3)[C:11]2=[O:23])=[CH:7][CH:6]=1 |f:0.1,^1:1|. Procedure: To a suspension of sodium hydrate (0.228 g, 60%, 5.72 mmole) in 15 ml DMF was added nitrile (IV) (1.2 g, 3.9 mmole ) and after stirring for 15 minutes at room temperature 1,2-dibromo-ethane (1.1 g, 5.8 mmole ) in 1.5 ml DMF was added. The resulting mixture was stirred 0.5 hour at room temperature and then more sodium hydrate (0.114 g, 2.86 mmole ) was added and the reaction mixture heated for about 10 minutes at 30-35° C. After cooling the mixture was partitioned between ethylacetate and brine, ... The reactants are CI, [KH], C1CCOC1, c1ccc(N2CCN(CCC3CCC(c4c[nH]c5ccccc45)CC3)CC2)nc1. Product: Cn1cc(C2CCC(CCN3CCN(c4ccccn4)CC3)CC2)c2ccccc21. RXN SMILES: [CH3:31][I:32].[KH:1].[O:33]1[CH2:34][CH2:35][CH2:36][CH2:37]1.[nH:2]1[cH:3][c:4]([CH:11]2[CH2:12][CH2:13][CH:14]([CH2:17][CH2:18][N:19]3[CH2:20][CH2:21][N:22]([c:25]4[n:26][cH:27][cH:28][cH:29][cH:30]4)[CH2:23][CH2:24]3)[CH2:15][CH2:16]2)[c:5]2[cH:6][cH:7][cH:8][cH:9][c:10]12>>[n:2]1([CH3:31])[cH:3][c:4]([CH:11]2[CH2:12][CH2:13][CH:14]([CH2:17][CH2:18][N:19]3[CH2:20][CH2:21][N:22]([c:25]4[n:26][cH:27][cH:28][cH:29][cH:30]4)[CH2:23][CH2:24]3)[CH2:15][CH2:16]2)[c:5]2[cH:6][cH:7][cH:8][cH:9][c:10]12. Isolated yield 73.6%. The product is C(C1=CC=CC=C1)OCOC[C@H](CCC1C(C)(O1)C)C ((2S)-l-Benzyloxymethoxy-2,6-dimethyl-5,6-epoxy-heptane). Reactants: [OH-].[Na+] (NaOH), C(=O)(O)[O-].[Na+] (NaHCO3), C(C1=CC=CC=C1)OCOC[C@H](CCC=C(C)C)C ((S)-1-Benzyloxymethoxy-2,6-d imethyl-hept-5-ene), ClC=1C=C(C(=O)OO)C=CC1 (3-chloroperoxybenzoic acid). Reaction SMILES: [CH2:1]([O:8][CH2:9][O:10][CH2:11][C@@H:12]([CH3:19])[CH2:13][CH2:14][CH:15]=[C:16]([CH3:18])[CH3:17])[C:2]1[CH:7]=[CH:6][CH:5]=[CH:4][CH:3]=1.C([O-])(O)=[O:21].[Na+].ClC1C=C(C=CC=1)C(OO)=O.[OH-].[Na+]>C(Cl)Cl.CCOCC.O>[CH2:1]([O:8][CH2:9][O:10][CH2:11][C@@H:12]([CH3:19])[CH2:13][CH2:14][CH:15]1[O:21][C:16]1([CH3:18])[CH3:17])[C:2]1[CH:7]=[CH:6][CH:5]=[CH:4][CH:3]=1 |f:1.2,4.5|. Reaction conditions: time 24 hour. The solvent is O (water), C(Cl)Cl (CH2Cl2), CCOCC (ether). Reported procedure: Olefin 5 (3.2 g, 12.2 mmol) was dissolved in anhydrous CH2Cl2 (60 mL), and NaHCO3 (1.6 g, 18.4 mmol) was added. Then, 3-chloroperoxybenzoic acid (60%, 12.8 g, 36.6 mmol) was added at room temperature with stirring. The stirring was continued for 24 hours, and the mixture was diluted with ether, and shaken with water and 2M NaOH. The organic layer was washed with water and saturated NH4Cl, dried over Na2SO4, and evaporated. The residue was chromatographed on silica gel using hexane/EtOAc (9:1) as...